The task is: describe an organic reaction: reactants, conditions, products, and yield. This data is from the Open Reaction Database (ORD), a public repository of structured organic reaction records. RXN SMILES: [Cl:1][C:2]1[CH:7]=[C:6](Cl)[CH:5]=[CH:4][C:3]=1[SH:9].[Br:10][C:11]1[CH:16]=[CH:15][CH:14]=[CH:13][C:12]=1S.Cl[C:19]1C=CC=C[C:20]=1[CH:21]=[O:22].ClC1C=C(C=CC=1F)C=O.NCCCCCCO.[CH2:45]1[C:54]2[C:49](=[CH:50][CH:51]=[CH:52][CH:53]=2)[CH2:48][CH2:47][NH:46]1>>[Br:10][C:11]1[CH:16]=[CH:15][CH:14]=[CH:13][C:12]=1[S:9][C:3]1[CH:4]=[CH:5][C:6](/[CH:19]=[CH:20]/[C:21]([N:46]2[CH2:47][CH2:48][CH:49]3[C:54](=[CH:53][CH:52]=[CH:51][CH2:50]3)[CH2:45]2)=[O:22])=[CH:7][C:2]=1[Cl:1]. Procedure details: The title compound was prepared by the procedures described in Example 1 substituting 2,4-dichlorothiophenol with 2-bromothiophenol, 2-chlorobenzaldehyde with 3-chloro-4-fluoro-benzaldehyde, and 6-amino-1-hexanol with tetrahydroisoquinoline. 1H NMR (DMSO-d6, 300 MHz) δ 8.12 (d, J=7.4 Hz, 1H), 7.81 (dd, J=7.7, 1.1 Hz, 1H), 7.67 (dd, J=8.3, 1.3 Hz, 1H), 7.47 (m, 2H), 7.43 (dd, J=7.5, 1.3 Hz, 2H), 7.34 (dt, J=7.6, 1.7 Hz, 1H), 7.27 (d 7.7 Hz, 1H), 7.19 (m, 4H), 7.05 (d, J=8.1 Hz, 1H), 4.92 (s, 1H),... The reactants are ClC1=C(C=CC(=C1)Cl)S (2,4-dichlorothiophenol), ClC=1C=C(C=O)C=CC1F (3-chloro-4-fluoro-benzaldehyde), NCCCCCCO (6-amino-1-hexanol), BrC1=C(C=CC=C1)S (2-bromothiophenol), ClC1=C(C=O)C=CC=C1 (2-chlorobenzaldehyde), C1NCCC2=CC=CC=C12 (tetrahydroisoquinoline). Product: BrC1=C(C=CC=C1)SC1=C(C=C(C=C1)\C=C\C(=O)N1CC2=CC=CCC2CC1)Cl ((2-Bromophenyl)[2-chloro-4-(E-((2-tetrahydroisoquinolinyl)carbonyl)ethenyl)phenyl]sulfide). The reactants are CCN(C(C)C)C(C)C, ClCCl, O=C(O)C1(c2ccc(Cl)cc2)CCC1, OC1(COc2ccc(C(F)(F)F)cc2)CCCNC1, O. Product: O=C(N1CCCC(O)(COc2ccc(C(F)(F)F)cc2)C1)C1(c2ccc(Cl)cc2)CCC1. RXN SMILES: [CH:23]([N:24]([CH:25]([CH3:26])[CH3:27])[CH2:28][CH3:29])([CH3:30])[CH3:31].[Cl:20][CH2:21][Cl:22].[Cl:32][c:33]1[cH:34][cH:35][c:36]([C:39]2([C:43](=[O:44])[OH:45])[CH2:40][CH2:41][CH2:42]2)[cH:37][cH:38]1.[F:1][C:2]([c:3]1[cH:4][cH:5][c:6]([O:7][CH2:8][C:9]2([OH:15])[CH2:10][NH:11][CH2:12][CH2:13][CH2:14]2)[cH:16][cH:17]1)([F:18])[F:19].[OH2:46]>>[F:1][C:2]([c:3]1[cH:4][cH:5][c:6]([O:7][CH2:8][C:9]2([OH:15])[CH2:10][N:11]([C:43]([C:39]3([c:36]4[cH:35][cH:34][c:33]([Cl:32])[cH:38][cH:37]4)[CH2:40][CH2:41][CH2:42]3)=[O:44])[CH2:12][CH2:13][CH2:14]2)[cH:16][cH:17]1)([F:18])[F:19]. Starting materials: ClC1=NC=C(C(=N1)NC1=C(C(=O)N)C=C(C=C1)N1CCCCC1)Cl (2-(2,5-dichloro-pyrimidin-4-ylamino)-5-piperidin-1-yl-benzamide), NC1=CC2=C(N(C(CCC2)=O)C)C=C1 (7-amino-1-methyl-1,3,4,5-tetrahydro-benzo[b]azepin-2-one), Cl (HCl). Solvent: COC(C)O (methoxyethanol), O1CCOCC1 (dioxane). Run at temperature 120 celsius. The product is ClC=1C(=NC(=NC1)NC1=CC2=C(N(C(CCC2)=O)C)C=C1)NC1=C(C(=O)N)C=C(C=C1)N1CCCCC1 (2-[5-Chloro-2-(1-methyl-2-oxo-2,3,4,5-tetrahydro-1H-benzo[b]azepin-7-ylamino)-pyrimidin-4-ylamino]-5-piperidin-1-yl-benzamide). Yield: 21.1%. As a reaction SMILES: Cl[C:2]1[N:7]=[C:6]([NH:8][C:9]2[CH:17]=[CH:16][C:15]([N:18]3[CH2:23][CH2:22][CH2:21][CH2:20][CH2:19]3)=[CH:14][C:10]=2[C:11]([NH2:13])=[O:12])[C:5]([Cl:24])=[CH:4][N:3]=1.[NH2:25][C:26]1[CH:38]=[CH:37][C:29]2[N:30]([CH3:36])[C:31](=[O:35])[CH2:32][CH2:33][CH2:34][C:28]=2[CH:27]=1.Cl>COC(O)C.O1CCOCC1>[Cl:24][C:5]1[C:6]([NH:8][C:9]2[CH:17]=[CH:16][C:15]([N:18]3[CH2:23][CH2:22][CH2:21][CH2:20][CH2:19]3)=[CH:14][C:10]=2[C:11]([NH2:13])=[O:12])=[N:7][C:2]([NH:25][C:26]2[CH:38]=[CH:37][C:29]3[N:30]([CH3:36])[C:31](=[O:35])[CH2:32][CH2:33][CH2:34][C:28]=3[CH:27]=2)=[N:3][CH:4]=1. Procedure details: 2-(2,5-dichloro-pyrimidin-4-ylamino)-5-piperidin-1-yl-benzamide (50.1 mg, 0.137 mmol) and 7-amino-1-methyl-1,3,4,5-tetrahydro-benzo[b]azepin-2-one (28.7 mg, 0.151 mmol) were slurried in methoxyethanol (2.0 mL) prior to adding ˜0.2 mL of 4N HCl in dioxane. This mixture was heated at 120° C. for 2 h. After quenching with saturated aqueous NaHCO3 solution (2 mL), the resulting precipitate was collected by filtration, successively washed water (5×2 mL) and ether (2×1 mL) to afford product (15 mg, 21... Starting materials: CC(=O)O, COc1cc(-c2nn(-c3cc[n+]([O-])cc3)c3ncnc(N)c23)ccc1NC(=O)c1cc2ccccc2n1C. The product is COc1cc(-c2nn(-c3ccncc3)c3ncnc(N)c23)ccc1NC(=O)c1cc2ccccc2n1C. As a reaction SMILES: [CH3:39][C:40](=[O:41])[OH:42].[NH2:1][c:2]1[c:3]2[c:4]([n:5][cH:6][n:7]1)[n:8](-[c:32]1[cH:33][cH:34][n+:35]([O-:38])[cH:36][cH:37]1)[n:9][c:10]2-[c:11]1[cH:12][c:13]([O:30][CH3:31])[c:14]([NH:17][C:18](=[O:19])[c:20]2[n:21]([CH3:29])[c:22]3[cH:23][cH:24][cH:25][cH:26][c:27]3[cH:28]2)[cH:15][cH:16]1>>[NH2:1][c:2]1[c:3]2[c:4]([n:5][cH:6][n:7]1)[n:8](-[c:32]1[cH:33][cH:34][n:35][cH:36][cH:37]1)[n:9][c:10]2-[c:11]1[cH:12][c:13]([O:30][CH3:31])[c:14]([NH:17][C:18](=[O:19])[c:20]2[n:21]([CH3:29])[c:22]3[cH:23][cH:24][cH:25][cH:26][c:27]3[cH:28]2)[cH:15][cH:16]1. The reactants are 27.2, [N+](=O)([O-])C=1C=CC2=C(N=C(S2)NCCCO)C1 (3-[(5-nitro-2-benzothiazolyl)amino]-1-propanol), 15.7, S(=O)(Cl)Cl (thionyl chloride). The solvent is CN(C=O)C (N,N-dimethylformamide), CN(C=O)C (N,N-dimethylformamide). Run at temperature 120 celsius, time 4 hour. The product is 24.4, Cl.[N+](=O)([O-])C=1C=CC2=C(N3C(S2)=NCCC3)C1 (3,4-dihydro-7-nitro-2H-pyrimido[2,1-b]benzothiazole monohydrochloride). Isolated yield 80.0%. As a reaction SMILES: [N+:1]([C:4]1[CH:5]=[CH:6][C:7]2[S:11][C:10]([NH:12][CH2:13][CH2:14][CH2:15]O)=[N:9][C:8]=2[CH:17]=1)([O-:3])=[O:2].S(Cl)([Cl:20])=O>CN(C)C=O>[ClH:20].[N+:1]([C:4]1[CH:5]=[CH:6][C:7]2[S:11][C:10]3=[N:12][CH2:13][CH2:14][CH2:15][N:9]3[C:8]=2[CH:17]=1)([O-:3])=[O:2] |f:3.4|. Procedure: To a stirred and cooled (0° C.) solution of 27.2 parts of 3-[(5-nitro-2-benzothiazolyl)amino]-1-propanol in 135 parts of N,N-dimethylformamide is added dropwise a solution of 15.7 parts of thionyl chloride in 45 parts of N,N-dimethylformamide. Upon completion, the whole is heated slowly to 120° C. and stirring at 120° C. is continued for 4 hours. The reaction mixture is cooled and the precipitated product is filtered off. It is washed with N,N-dimethylformamide and 2,2'-oxybispropane, and dried,... The reactants are ClC1=CC=C(C=C1)C1=C(C(NN=C1C)=O)C1=C(C(=CC=C1F)F)F (5-(4-chlorophenyl)-6-methyl-4-(2,3,6-trifluorophenyl)-2H-pyridazin-3-one), P(=O)(Cl)(Cl)Cl (phosphorus oxychloride). Reaction conditions: temperature 110 celsius, time 1 hour. Product: ClC=1N=NC(=C(C1C1=C(C(=CC=C1F)F)F)C1=CC=C(C=C1)Cl)C (3-chloro-5-(4-chlorophenyl)-6-methyl-4-(2,3,6-trifluorophenyl)pyridazine). Isolated yield 99.9%. Reaction SMILES: [Cl:1][C:2]1[CH:7]=[CH:6][C:5]([C:8]2[C:13]([CH3:14])=[N:12][NH:11][C:10](=O)[C:9]=2[C:16]2[C:21]([F:22])=[CH:20][CH:19]=[C:18]([F:23])[C:17]=2[F:24])=[CH:4][CH:3]=1.P(Cl)(Cl)([Cl:27])=O>>[Cl:27][C:10]1[N:11]=[N:12][C:13]([CH3:14])=[C:8]([C:5]2[CH:6]=[CH:7][C:2]([Cl:1])=[CH:3][CH:4]=2)[C:9]=1[C:16]1[C:21]([F:22])=[CH:20][CH:19]=[C:18]([F:23])[C:17]=1[F:24]. Procedure: 3.50 g of 5-(4-chlorophenyl)-6-methyl-4-(2,3,6-trifluorophenyl)-2H-pyridazin-3-one and 15 g of phosphorus oxychloride were mixed and stirred at 110° C. for 1 hour. The reaction mixture was cooled down to room temperature and concentrated under reduced pressure. To the residue was added ethyl acetate and ice water, and was separated to two layer. The organic layer was washed sequentially with water and saturated brine, and dried over anhydrous sodium sulfate, then, concentrated under reduced pres... Reactants: FC(CC1=CC=C(C=C1)C=1C=NC=C(C(=O)OC)C1)(F)F (Methyl 5-[4-(2,2,2-trifluoroethyl)phenyl]nicotinate). Reagents/catalysts: [Pd] (palladium/carbon), [Pt](=O)=O (platinum(IV) oxide), [Pt](=O)=O (platinum(IV) oxide), [Pd] (palladium/carbon), [Pt](=O)=O (platinum(IV) oxide), [Pd] (palladium/carbon). Run in C(C)(=O)O (acetic acid). Reaction conditions: time 6 hour. The product is FC(CC1=CC=C(C=C1)C1CC(CNC1)C(=O)OC)(F)F (Methyl 5-[4-(2,2,2-trifluoroethyl)phenyl]piperidine-3-carboxylate). RXN SMILES: [F:1][C:2]([F:21])([F:20])[CH2:3][C:4]1[CH:9]=[CH:8][C:7]([C:10]2[CH:11]=[N:12][CH:13]=[C:14]([CH:19]=2)[C:15]([O:17][CH3:18])=[O:16])=[CH:6][CH:5]=1>C(O)(=O)C.[Pd].[Pt](=O)=O>[F:21][C:2]([F:1])([F:20])[CH2:3][C:4]1[CH:9]=[CH:8][C:7]([CH:10]2[CH2:11][NH:12][CH2:13][CH:14]([C:15]([O:17][CH3:18])=[O:16])[CH2:19]2)=[CH:6][CH:5]=1. Procedure details: A solution of 9.20 g (23.4 mmol) of the compound from Example 41A in concentrated acetic acid (192 ml) was admixed with 1.94 g of palladium/carbon (10% palladium) and 2.23 g of platinum(IV) oxide. This was followed by hydrogenation under a hydrogen atmosphere at standard pressure for 6 h, then addition of another 1.00 g of palladium/carbon (10% palladium) and 2.00 g of platinum(IV) oxide, and hydrogenation under a hydrogen atmosphere at standard pressure overnight. Subsequently, a further 1.00 g... Starting materials: CCCCCCN, Cc1ccc(-c2nc(C(=O)O)n(C)c2-c2ccc(C)cc2)cc1. The product is CCCCCCNC(=O)c1nc(-c2ccc(C)cc2)c(-c2ccc(C)cc2)n1C. As a reaction SMILES: [CH2:1]([CH2:2][CH2:3][CH2:4][CH2:5][CH3:6])[NH2:7].[CH3:8][c:9]1[cH:10][cH:11][c:12](-[c:15]2[n:16][c:17]([C:28](=[O:29])[OH:30])[n:18]([CH3:27])[c:19]2-[c:20]2[cH:21][cH:22][c:23]([CH3:26])[cH:24][cH:25]2)[cH:13][cH:14]1>>[CH2:1]([CH2:2][CH2:3][CH2:4][CH2:5][CH3:6])[NH:7][C:28]([c:17]1[n:16][c:15](-[c:12]2[cH:11][cH:10][c:9]([CH3:8])[cH:14][cH:13]2)[c:19](-[c:20]2[cH:21][cH:22][c:23]([CH3:26])[cH:24][cH:25]2)[n:18]1[CH3:27])=[O:29]. Starting materials: CC(C)(C)OC(=O)N1CCC(C(=O)c2ccc(Br)cc2)CC1, C1CCOC1. Product: CC(C)(C)OC(=O)N1CCC(C(O)c2ccc(Br)cc2)CC1. Reaction SMILES: [C:1]([CH3:2])([CH3:3])([CH3:4])[O:5][C:6](=[O:7])[N:8]1[CH2:9][CH2:10][CH:11]([C:14]([c:15]2[cH:16][cH:17][c:18]([Br:21])[cH:19][cH:20]2)=[O:22])[CH2:12][CH2:13]1.[CH2:23]1[O:24][CH2:25][CH2:26][CH2:27]1>>[C:1]([CH3:2])([CH3:3])([CH3:4])[O:5][C:6](=[O:7])[N:8]1[CH2:9][CH2:10][CH:11]([CH:14]([c:15]2[cH:16][cH:17][c:18]([Br:21])[cH:19][cH:20]2)[OH:22])[CH2:12][CH2:13]1.